This data is from the Open Reaction Database (ORD), a public repository of structured organic reaction records. The task is: describe an organic reaction: reactants, conditions, products, and yield Reactants: BrC1=NC(=CC=C1)C(C)N1CCCCC1 (2-bromo-6-(1-piperidin-1-yl-ethyl)-pyridine), [NH4+].[OH-] (NH4OH), Cu. Yields the product N1(CCCCC1)C(C)C1=CC=CC(=N1)N (6-(1-Piperidin-1-yl-ethyl)-pyridin-2-ylamine). As a reaction SMILES: Br[C:2]1[CH:7]=[CH:6][CH:5]=[C:4]([CH:8]([N:10]2[CH2:15][CH2:14][CH2:13][CH2:12][CH2:11]2)[CH3:9])[N:3]=1.[NH4+:16].[OH-]>>[N:10]1([CH:8]([C:4]2[N:3]=[C:2]([NH2:16])[CH:7]=[CH:6][CH:5]=2)[CH3:9])[CH2:15][CH2:14][CH2:13][CH2:12][CH2:11]1 |f:1.2|. Procedure: In a manner similar to that described in Preparation BW, 2-bromo-6-(1-piperidin-1-yl-ethyl)-pyridine (370 mg, 1.37 mmol) was heated with NH4OH (18 mL), IpOH (10 mL), and Cu (30 mg) in sealed tube to give a brown oil. MS m/z: 206.1 (M+H). Calc'd. for C12H19N3-205.16.